From a dataset of the Open Reaction Database (ORD), a public repository of structured organic reaction records. describe an organic reaction: reactants, conditions, products, and yield The reactants are O=C([O-])O, CC(=O)[O-], COc1ccc(CN(Cc2ccc(OC)cc2)c2nc(C)nc(Cl)n2)cc1, CC(c1cnc(F)c(B(O)O)c1)N1CCOCC1, [K+], [Na+], C1COCCO1, O. The product is COc1ccc(CN(Cc2ccc(OC)cc2)c2nc(C)nc(-c3cc(C(C)N4CCOCC4)cnc3F)n2)cc1. Reaction SMILES: [C:52](=[O:53])([OH:54])[O-:55].[CH3:47][C:48](=[O:49])[O-:50].[Cl:1][c:2]1[n:3][c:4]([N:9]([CH2:10][c:11]2[cH:12][cH:13][c:14]([O:17][CH3:18])[cH:15][cH:16]2)[CH2:19][c:20]2[cH:21][cH:22][c:23]([O:26][CH3:27])[cH:24][cH:25]2)[n:5][c:6]([CH3:8])[n:7]1.[F:28][c:29]1[n:30][cH:31][c:32]([CH:38]([CH3:39])[N:40]2[CH2:41][CH2:42][O:43][CH2:44][CH2:45]2)[cH:33][c:34]1[B:35]([OH:36])[OH:37].[K+:46].[Na+:56].[O:57]1[CH2:58][CH2:59][O:60][CH2:61][CH2:62]1.[OH2:51]>>[c:2]1(-[c:34]2[c:29]([F:28])[n:30][cH:31][c:32]([CH:38]([CH3:39])[N:40]3[CH2:41][CH2:42][O:43][CH2:44][CH2:45]3)[cH:33]2)[n:3][c:4]([N:9]([CH2:10][c:11]2[cH:12][cH:13][c:14]([O:17][CH3:18])[cH:15][cH:16]2)[CH2:19][c:20]2[cH:21][cH:22][c:23]([O:26][CH3:27])[cH:24][cH:25]2)[n:5][c:6]([CH3:8])[n:7]1.